Dataset: the Open Reaction Database (ORD), a public repository of structured organic reaction records. Task: describe an organic reaction: reactants, conditions, products, and yield Product: CCOC(=O)C(C)(C)CCCCCC(Br)c1ccccc1Cl. As a reaction SMILES: [BrH:22].[CH2:1]([CH3:2])[O:3][C:4]([C:5]([CH2:6][CH2:7][CH2:8][CH2:9][CH:10]=[CH:11][c:12]1[c:13]([Cl:18])[cH:14][cH:15][cH:16][cH:17]1)([CH3:19])[CH3:20])=[O:21].[CH3:23][C:24](=[O:25])[OH:26]>>[CH2:1]([CH3:2])[O:3][C:4]([C:5]([CH2:6][CH2:7][CH2:8][CH2:9][CH2:10][CH:11]([c:12]1[c:13]([Cl:18])[cH:14][cH:15][cH:16][cH:17]1)[Br:22])([CH3:19])[CH3:20])=[O:21]. Starting materials: Br, CCOC(=O)C(C)(C)CCCCC=Cc1ccccc1Cl, CC(=O)O. The reactants are Cl (HCl), C(=O)(C(F)(F)F)O (TFA), BrC1=C(C=CC=C1)N1C(N(C2=NC(=NC=C2C1)S(=O)(=O)C)C)=O (3-(2-bromo-phenyl)-3,4-dihydro-7-methanesulphonyl-1-methyl-pyrimido[4,5-d]pyrimidin-2(1H)-one), 2, OCC1COC2=C(O1)C=CC(=C2)N (hydroxymethyl-6-amino-1,4-benzodioxane), OCC1COC2=C(O1)C=CC(=C2)N (hydroxymethyl-6-amino-1,4-benzodioxane). The solvent is CN1CCCC1=O (NMP). Conditions: temperature 140 celsius. Product: BrC1=C(C=CC=C1)N1C(N(C2=NC(=NC=C2C1)NC1=CC2=C(OC(CO2)CO)C=C1)C)=O (3-(2-bromo-phenyl)-7-(2-hydroxymethyl-2,3-dihydro-benzo[1,4]dioxin-6-ylamino)-1-methyl-3,4-dihydro-1H-pyrimido[4,5-d]pyrimidin-2-one). RXN SMILES: [Br:1][C:2]1[CH:7]=[CH:6][CH:5]=[CH:4][C:3]=1[N:8]1[CH2:17][C:16]2[C:11](=[N:12][C:13](S(C)(=O)=O)=[N:14][CH:15]=2)[N:10]([CH3:22])[C:9]1=[O:23].[OH:24][CH2:25][CH:26]1[O:31][C:30]2[CH:32]=[CH:33][C:34]([NH2:36])=[CH:35][C:29]=2[O:28][CH2:27]1.C(O)(C(F)(F)F)=O.Cl>CN1C(=O)CCC1>[Br:1][C:2]1[CH:7]=[CH:6][CH:5]=[CH:4][C:3]=1[N:8]1[CH2:17][C:16]2[C:11](=[N:12][C:13]([NH:36][C:34]3[CH:33]=[CH:32][C:30]4[O:31][CH:26]([CH2:25][OH:24])[CH2:27][O:28][C:29]=4[CH:35]=3)=[N:14][CH:15]=2)[N:10]([CH3:22])[C:9]1=[O:23]. Procedure: 1.2 g 3-(2-bromo-phenyl)-3,4-dihydro-7-methanesulphonyl-1-methyl-pyrimido[4,5-d]pyrimidin-2(1H)-one and 1.54 g 2 hydroxymethyl-6-amino-1,4-benzodioxane (starting material b)) were mixed in 20 ml NMP. 0.348 g TFA were added and the mixture was heated to 140° C. for 7 hrs. The mixture was poured into 10% aqueous HCl and extracted with ethyl acetate. The aqueous phase was adjusted to pH>9 and extracted with CH2Cl2. The organic phases were combined and evaporated. The residue was suspended in CH2Cl2...